Dataset: the Open Reaction Database (ORD), a public repository of structured organic reaction records. Task: describe an organic reaction: reactants, conditions, products, and yield Reactants: O=S1(N(CCC1)C1CCN(CC1)CC1=CC=CC=C1)=O (4-(1,1-dioxo-1λ6-isothiazolidin-2-yl)-1-benzylpiperidine). The reagents and catalysts are [OH-].[Pd+2].[OH-] (Palladium hydroxide). The solvent is CO (methanol). Run at time 5 hour. Yields the product O=S1(N(CCC1)C1CCNCC1)=O (4-(1,1-dioxo-1λ6-isothiazolidin-2-yl)piperidine). RXN SMILES: [O:1]=[S:2]1(=[O:20])[CH2:6][CH2:5][CH2:4][N:3]1[CH:7]1[CH2:12][CH2:11][N:10](CC2C=CC=CC=2)[CH2:9][CH2:8]1>[OH-].[Pd+2].[OH-].CO>[O:20]=[S:2]1(=[O:1])[CH2:6][CH2:5][CH2:4][N:3]1[CH:7]1[CH2:12][CH2:11][NH:10][CH2:9][CH2:8]1 |f:1.2.3|. Procedure details: 20% Palladium hydroxide (100 mg) was added to the methanol solution (5 mL) containing 4-(1,1-dioxo-1λ6-isothiazolidin-2-yl)-1-benzylpiperidine (252 mg) at 0° C., followed by stirring at room temperature for 5 hrs. under a hydrogen atmosphere. The reaction mixture was filtered to remove the palladium catalyst, followed by concentration under reduced pressure to give the title compound. Reactants: Cl.FC(C=1C=C(C=CC1)SCC1=NC=CC=C1)(F)F (((3-trifluoromethylphenyl)thio)methylpyridine, hydrochloride), ClC=1C=C(C(=O)OO)C=CC1 (m-chloroperoxybenzoic acid). Run in C(Cl)Cl (methylene chloride). Run at time 0.5 hour. Product: FC(C=1C=C(C=CC1)S(=O)CC1=NC=CC=C1)(F)F (2-(((3-Trifluoromethylphenyl)sulphinyl)methyl)pyridine), Cl (hydrochloride). Yield: 419.3%. Reaction SMILES: Cl.[F:2][C:3]([F:19])([F:18])[C:4]1[CH:5]=[C:6]([S:10][CH2:11][C:12]2[CH:17]=[CH:16][CH:15]=[CH:14][N:13]=2)[CH:7]=[CH:8][CH:9]=1.[Cl:20]C1C=C(C=CC=1)C(OO)=[O:25]>C(Cl)Cl>[F:19][C:3]([F:2])([F:18])[C:4]1[CH:5]=[C:6]([S:10]([CH2:11][C:12]2[CH:17]=[CH:16][CH:15]=[CH:14][N:13]=2)=[O:25])[CH:7]=[CH:8][CH:9]=1.[ClH:20] |f:0.1|. Procedure details: A stirred suspension of 2-(((3-trifluoromethylphenyl)thio)methylpyridine, hydrochloride (2.0 g) in methylene chloride (50 ml) at 0° C. was treated portionwise with m-chloroperoxybenzoic acid (1.5 g) over 1/2 hour. The mixture was allowed to warm to ambient temperature and the mixture was stirred a further 1/2 hour. The solution was washed with saturated Na2CO3 solution and water, dried (MgSO4) and evaporated. The residue was converted into the hydrochloride, in acetone with ethereal HCl solution...